From a dataset of the Open Reaction Database (ORD), a public repository of structured organic reaction records. describe an organic reaction: reactants, conditions, products, and yield The reactants are CCn1cc(C(=O)O)c(=O)c2cc(F)c(F)c(F)c21, c1ccncc1, c1ccc(C2CNCCN2)nc1. Product: CCn1cc(C(=O)O)c(=O)c2cc(F)c(N3CCNC(c4ccccn4)C3)c(F)c21. RXN SMILES: [CH2:13]([CH3:14])[n:15]1[cH:16][c:17]([C:29](=[O:30])[OH:31])[c:18](=[O:28])[c:19]2[cH:20][c:21]([F:27])[c:22]([F:26])[c:23]([F:25])[c:24]12.[cH:32]1[cH:33][cH:34][n:35][cH:36][cH:37]1.[n:1]1[c:2]([CH:7]2[NH:8][CH2:9][CH2:10][NH:11][CH2:12]2)[cH:3][cH:4][cH:5][cH:6]1>>[n:1]1[c:2]([CH:7]2[NH:8][CH2:9][CH2:10][N:11]([c:22]3[c:21]([F:27])[cH:20][c:19]4[c:18](=[O:28])[c:17]([C:29](=[O:30])[OH:31])[cH:16][n:15]([CH2:13][CH3:14])[c:24]4[c:23]3[F:25])[CH2:12]2)[cH:3][cH:4][cH:5][cH:6]1. Reactants: ClC=1C=CC(=C(C1)C(CS(=O)C)=O)O (5-Chloro-2-hydroxy-1-[(methylsulfinyl)acetyl]benzene), FC(C(=O)O)(F)F (trifluoroacetic acid). The solvent is C1=CC=CC=C1 (benzene). Yields the product ClC=1C=CC2=C(C(C(O2)SC)=O)C1 (5-Chloro-2-(methylthio)-3(2H)-benzofuranone). As a reaction SMILES: [Cl:1][C:2]1[CH:3]=[CH:4][C:5]([OH:14])=[C:6]([C:8](=[O:13])[CH2:9][S:10]([CH3:12])=O)[CH:7]=1.FC(F)(F)C(O)=O>C1C=CC=CC=1>[Cl:1][C:2]1[CH:3]=[CH:4][C:5]2[O:14][CH:9]([S:10][CH3:12])[C:8](=[O:13])[C:6]=2[CH:7]=1. Procedure details: 5-Chloro-2-hydroxy-1-[(methylsulfinyl)acetyl]benzene (6.0 g) and trifluoroacetic acid (6 g) are refluxed in benzene (50 ml) for one hour under nitrogen. The solvent is removed under reduced pressure to give a yellow oil, which crystallizes on standing. Recrystallization from ethanol gives white crystals. (3.0 g 54%) m.p. 76°-78° C. Starting materials: O (water), C1(=CC=CC=C1)C1=NC(NC2=CC=C(C=C12)Cl)=O (4-phenyl-6-chloro-2(1H)-quinazolinone), FC(CI)(F)F (2,2,2-trifluoroethyl iodide), [H-].[Na+] (sodium hydride). The solvent is CN(C=O)C (dimethylformamide). Conditions: temperature 100 celsius, time 30 minute. The product is FC(CN1C(N=C(C2=CC(=CC=C12)Cl)C1=CC=CC=C1)=O)(F)F (1-(2,2,2-trifluoroethyl)-4-phenyl-6-chloro-2(1H)-quinazolinone). Isolated yield 51.7%. As a reaction SMILES: [C:1]1([C:7]2[C:16]3[C:11](=[CH:12][CH:13]=[C:14]([Cl:17])[CH:15]=3)[NH:10][C:9](=[O:18])[N:8]=2)[CH:6]=[CH:5][CH:4]=[CH:3][CH:2]=1.[H-].[Na+].[F:21][C:22]([F:26])([F:25])[CH2:23]I.O>CN(C)C=O>[F:21][C:22]([F:26])([F:25])[CH2:23][N:10]1[C:11]2[C:16](=[CH:15][C:14]([Cl:17])=[CH:13][CH:12]=2)[C:7]([C:1]2[CH:2]=[CH:3][CH:4]=[CH:5][CH:6]=2)=[N:8][C:9]1=[O:18] |f:1.2|. Procedure details: To a suspension of 5.13 g of 4-phenyl-6-chloro-2(1H)-quinazolinone in 60 ml of dimethylformamide was added 0.85 g 62% sodium hydride, and the resulting mixture was stirred at 100° C. for 30 minutes. Thereafter, 10.0 g of 2,2,2-trifluoroethyl iodide was added and the mixture was stirred at 140° C. for 8 hours. After cooling, the reaction mixture was poured into 300 ml of water and the resulting mixture was extracted with chloroform. The chloroform layer was washed with water, dried over anhydrous... The reactants are [BH4-].[Na+] (NaBH4), Cl (HCl), C1CCOC1 (THF), BrC1=C(C=CC(=C1)Cl)C(C)=O (1-(2-bromo-4-chlorophenyl)ethanone). Run in CO (MeOH). Product: BrC1=C(C=CC(=C1)Cl)C(C)O (1-(2-bromo-4-chlorophenyl)ethanol). Reaction SMILES: [BH4-].[Na+].C1COCC1.[Br:8][C:9]1[CH:14]=[C:13]([Cl:15])[CH:12]=[CH:11][C:10]=1[C:16](=[O:18])[CH3:17].Cl>CO>[Br:8][C:9]1[CH:14]=[C:13]([Cl:15])[CH:12]=[CH:11][C:10]=1[CH:16]([OH:18])[CH3:17] |f:0.1|. Procedure details: Solid NaBH4 (354 mg, 9.4 mmol) was added to a 0° C., THF (5 mL) and MeOH (15 mL) solution of 1-(2-bromo-4-chlorophenyl)ethanone (1.8 g, 7.8 mmol). After 30 min 2N aqueous HCl was slowly added, and the resulting mixture was extracted with EtOAc. The combined organic extracts were dried (Na2SO4), concentrated, and purified via column chromatography to yield the title compound.